Task: describe an organic reaction: reactants, conditions, products, and yield. Dataset: the Open Reaction Database (ORD), a public repository of structured organic reaction records Starting materials: CCOC(=O)c1ccc(NC(=O)C(C2CCCCC2)n2c(-c3ccc(Cl)cc3)nc3cc(F)c(F)cc32)cc1, COC(=O)c1cc(F)c(N)c(C#N)c1, O=C(O)C(C1CCCCC1)n1c(-c2ccc(Cl)cc2)nc2cc(F)c(F)cc21. The product is COC(=O)c1cc(F)c(NC(=O)C(C2CCCCC2)n2c(-c3ccc(Cl)cc3)nc3cc(F)c(F)cc32)c(C#N)c1. RXN SMILES: [CH2:1]([O:2][C:3](=[O:4])[c:5]1[cH:6][cH:7][c:8]([NH:9][C:10](=[O:11])[CH:12]([n:13]2[c:14]3[cH:15][c:16]([F:17])[c:18]([F:19])[cH:20][c:21]3[n:22][c:23]2-[c:24]2[cH:25][cH:26][c:27]([Cl:28])[cH:29][cH:30]2)[CH:31]2[CH2:32][CH2:33][CH2:34][CH2:35][CH2:36]2)[cH:37][cH:38]1)[CH3:39].[CH3:68][O:69][C:70]([c:71]1[cH:72][c:73]([C:79]#[N:80])[c:74]([NH2:78])[c:75]([F:77])[cH:76]1)=[O:81].[Cl:40][c:41]1[cH:42][cH:43][c:44](-[c:47]2[n:48][c:49]3[c:50]([n:51]2[CH:52]([C:53](=[O:54])[OH:55])[CH:56]2[CH2:57][CH2:58][CH2:59][CH2:60][CH2:61]2)[cH:62][c:63]([F:67])[c:64]([F:66])[cH:65]3)[cH:45][cH:46]1>>[Cl:40][c:41]1[cH:42][cH:43][c:44](-[c:47]2[n:48][c:49]3[c:50]([n:51]2[CH:52]([C:53](=[O:54])[NH:78][c:74]2[c:73]([C:79]#[N:80])[cH:72][c:71]([C:70]([O:69][CH3:68])=[O:81])[cH:76][c:75]2[F:77])[CH:56]2[CH2:57][CH2:58][CH2:59][CH2:60][CH2:61]2)[cH:62][c:63]([F:67])[c:64]([F:66])[cH:65]3)[cH:45][cH:46]1.